From a dataset of the Open Reaction Database (ORD), a public repository of structured organic reaction records. describe an organic reaction: reactants, conditions, products, and yield The reactants are ClC1=NC=CC(=C1)C1=NC(=CC(=N1)C(F)F)C=1C=NC(=CC1)C(F)(F)F (2-(2-chloro-pyridin-4-yl)-4-difluoromethyl-6-(6-trifluoromethyl-pyridin-3-yl)-pyrimidine), C(C)(C)(C)NS(=O)(=O)C=1SC(=CC1)B1OC(C(O1)(C)C)(C)C (N-tert-butyl-5-(4,4,5,5-tetramethyl-1,3,2-dioxaborolan-2-yl)-thiophene-2-sulfonamide). Product: C(C)(C)(C)NS(=O)(=O)C=1SC(=CC1)C1=NC=CC(=C1)C1=NC(=CC(=N1)C(F)F)C=1C=NC(=CC1)C(F)(F)F (5-{4-[4-Difluoromethyl-6-(6-trifluoromethyl-pyridin-3-yl)-pyrimidin-2-yl]-pyridin-2-yl}-thiophene-2-sulfonic-acid tert-butylamide), solid. Reaction SMILES: Cl[C:2]1[CH:7]=[C:6]([C:8]2[N:13]=[C:12]([CH:14]([F:16])[F:15])[CH:11]=[C:10]([C:17]3[CH:18]=[N:19][C:20]([C:23]([F:26])([F:25])[F:24])=[CH:21][CH:22]=3)[N:9]=2)[CH:5]=[CH:4][N:3]=1.[C:27]([NH:31][S:32]([C:35]1[S:36][C:37](B2OC(C)(C)C(C)(C)O2)=[CH:38][CH:39]=1)(=[O:34])=[O:33])([CH3:30])([CH3:29])[CH3:28]>>[C:27]([NH:31][S:32]([C:35]1[S:36][C:37]([C:2]2[CH:7]=[C:6]([C:8]3[N:13]=[C:12]([CH:14]([F:16])[F:15])[CH:11]=[C:10]([C:17]4[CH:18]=[N:19][C:20]([C:23]([F:26])([F:25])[F:24])=[CH:21][CH:22]=4)[N:9]=3)[CH:5]=[CH:4][N:3]=2)=[CH:38][CH:39]=1)(=[O:33])=[O:34])([CH3:30])([CH3:28])[CH3:29]. Procedure details: 5-{4-[4-Difluoromethyl-6-(6-trifluoromethyl-pyridin-3-yl)-pyrimidin-2-yl]-pyridin-2-yl}-thiophene-2-sulfonic-acid tert-butylamide was prepared from 2-(2-chloro-pyridin-4-yl)-4-difluoromethyl-6-(6-trifluoromethyl-pyridin-3-yl)-pyrimidine (example B.7) (0.39 g, 1.0 mmol) and N-tert-butyl-5-(4,4,5,5-tetramethyl-1,3,2-dioxaborolan-2-yl)-thiophene-2-sulfonamide (example C.1) (0.414 g, 1.2 mmol) according to the general procedure III. Obtained as an off-white solid (0.36 g), which was subsequently dep...